This data is from the Open Reaction Database (ORD), a public repository of structured organic reaction records. The task is: describe an organic reaction: reactants, conditions, products, and yield Reactants: N1[C@H]2[C@@H](CC1=O)CCC2 ((3aR,6aR)-hexahydrocyclopenta[b]pyrrol-2(1H)-one), FC1=NC=C(C=C1)I (2-fluoro-5-iodopyridine), C(=O)([O-])[O-].[Cs+].[Cs+] (Cs2CO3). The solvent is C(C)(=O)OCC (ethyl acetate), C1(=CC=CC=C1)C (toluene). Reaction conditions: temperature 105 celsius, time 16 hour. The product is IC=1C=CC(=NC1)N1[C@H]2[C@@H](CC1=O)CCC2 ((3aR,6aR)-1-(5-iodopyridin-2-yl)hexahydrocyclopenta[b]pyrrol-2(1H)-one). The yield is 54.4%. Reaction SMILES: [NH:1]1[C:5](=[O:6])[CH2:4][C@H:3]2[CH2:7][CH2:8][CH2:9][C@@H:2]12.F[C:11]1[CH:16]=[CH:15][C:14]([I:17])=[CH:13][N:12]=1.C([O-])([O-])=O.[Cs+].[Cs+]>C1(C)C=CC=CC=1.C(OCC)(=O)C>[I:17][C:14]1[CH:15]=[CH:16][C:11]([N:1]2[C:5](=[O:6])[CH2:4][C@H:3]3[CH2:7][CH2:8][CH2:9][C@@H:2]23)=[N:12][CH:13]=1 |f:2.3.4|. Procedure details: To a solution of (3aR,6aR)-hexahydrocyclopenta[b]pyrrol-2(1H)-one (210 mg, 1.68 mmol) and 2-fluoro-5-iodopyridine (412 mg, 1.85 mmol, 1.1 equiv.) in toluene (1.1 ml) were added Cs2CO3 (656 mg, 2.01 mmol, 1.2 equiv.) The reaction was stirred for 16 h at 105° C. The residue was taken up in ethyl acetate, the solids were filtered off and washed with ethyl acetate. The filtrate was concentrated in vaccuo and the residue was purified by flash chromatography (SiO2, 20 g) using a 0% to 60% ethyl acetat... The reactants are FC([C@@H]1CC[C@H](CC1)NC(C1=C(C=C(C(=C1)[N+](=O)[O-])NC)NC1CC(C1)(F)F)=O)(F)F (N-(trans-4-trifluoromethyl-cyclohexyl)-2-[3,3-difluoro-cyclobutylamino]-4-methylamino-5-nitro-benzoic acid amide). Reagents/catalysts: [Pd] (Pd/C). Run in CO (MeOH). Reaction conditions: time 6 hour. Yields the product FC([C@@H]1CC[C@H](CC1)NC(C1=C(C=C(C(=C1)N)NC)NC1CC(C1)(F)F)=O)(F)F (N-(trans-4-Trifluoromethyl-cyclohexyl)-2-[3,3-difluoro-cyclobutylamino]-4-methylamino-5-amino-benzoic acid amide). RXN SMILES: [F:1][C:2]([F:31])([F:30])[C@H:3]1[CH2:8][CH2:7][C@H:6]([NH:9][C:10](=[O:29])[C:11]2[CH:16]=[C:15]([N+:17]([O-])=O)[C:14]([NH:20][CH3:21])=[CH:13][C:12]=2[NH:22][CH:23]2[CH2:26][C:25]([F:28])([F:27])[CH2:24]2)[CH2:5][CH2:4]1>[Pd].CO>[F:1][C:2]([F:30])([F:31])[C@H:3]1[CH2:8][CH2:7][C@H:6]([NH:9][C:10](=[O:29])[C:11]2[CH:16]=[C:15]([NH2:17])[C:14]([NH:20][CH3:21])=[CH:13][C:12]=2[NH:22][CH:23]2[CH2:24][C:25]([F:27])([F:28])[CH2:26]2)[CH2:5][CH2:4]1. Procedure details: A mixture of N-(trans-4-trifluoromethyl-cyclohexyl)-2-[3,3-difluoro-cyclobutylamino]-4-methylamino-5-nitro-benzoic acid amide (crude product from the reaction above), Pd/C (50 mg) and MeOH (10 ml) is stirred under 3 bar H2-atmosphere for 6 h. The mixture is filtered, and the filtrate is concentrated and directly used in the next step.